From a dataset of the Open Reaction Database (ORD), a public repository of structured organic reaction records. describe an organic reaction: reactants, conditions, products, and yield Reactants: CC(C)N(CCC(=O)OC(C)(C)C)c1nc(Cl)ncc1[N+](=O)[O-], CCOC(C)=O, [H][H]. Product: CC(C)N(CCC(=O)OC(C)(C)C)c1nc(Cl)ncc1N. As a reaction SMILES: [C:1]([CH3:2])([CH3:3])([CH3:4])[O:5][C:6]([CH2:7][CH2:8][N:9]([CH:10]([CH3:11])[CH3:12])[c:13]1[n:14][c:15]([Cl:22])[n:16][cH:17][c:18]1[N+:19]([O-:20])=[O:21])=[O:23].[CH3:26][CH2:27][O:28][C:29](=[O:30])[CH3:31].[H:24][H:25]>>[C:1]([CH3:2])([CH3:3])([CH3:4])[O:5][C:6]([CH2:7][CH2:8][N:9]([CH:10]([CH3:11])[CH3:12])[c:13]1[n:14][c:15]([Cl:22])[n:16][cH:17][c:18]1[NH2:19])=[O:23].